This data is from the Open Reaction Database (ORD), a public repository of structured organic reaction records. The task is: describe an organic reaction: reactants, conditions, products, and yield Starting materials: BrC=1C(=NC=C(C(=O)NC2=CC=C(C=C2)OC(F)(F)F)C1)N1C[C@@H](CC1)O ((R)-5-bromo-6-(3-hydroxypyrrolidin-1-yl)-N-(4-(trifluoromethoxy)phenyl)nicotinamide), FC(C1=CC=C(C=N1)B(O)O)(F)F ((6-(trifluoromethyl)pyridin-3-yl)boronic acid). The product is O[C@H]1CN(CC1)C1=NC=C(C=C1C=1C=NC(=CC1)C(F)(F)F)C(=O)NC1=CC=C(C=C1)OC(F)(F)F ((R)-2-(3-Hydroxypyrrolidin-1-yl)-N-(4-(trifluoromethoxy)phenyl)-6′-(trifluoromethyl)-[3,3′-bipyridine]-5-carboxamide). Reaction SMILES: Br[C:2]1[C:3]([N:22]2[CH2:26][CH2:25][C@@H:24]([OH:27])[CH2:23]2)=[N:4][CH:5]=[C:6]([CH:21]=1)[C:7]([NH:9][C:10]1[CH:15]=[CH:14][C:13]([O:16][C:17]([F:20])([F:19])[F:18])=[CH:12][CH:11]=1)=[O:8].[F:28][C:29]([F:40])([F:39])[C:30]1[N:35]=[CH:34][C:33](B(O)O)=[CH:32][CH:31]=1>>[OH:27][C@@H:24]1[CH2:25][CH2:26][N:22]([C:3]2[C:2]([C:33]3[CH:34]=[N:35][C:30]([C:29]([F:40])([F:39])[F:28])=[CH:31][CH:32]=3)=[CH:21][C:6]([C:7]([NH:9][C:10]3[CH:15]=[CH:14][C:13]([O:16][C:17]([F:20])([F:19])[F:18])=[CH:12][CH:11]=3)=[O:8])=[CH:5][N:4]=2)[CH2:23]1. Reported procedure: The title compound was prepared in an analogous fashion to that described in Example 54 using (R)-5-bromo-6-(3-hydroxypyrrolidin-1-yl)-N-(4-(trifluoromethoxy)phenyl)nicotinamide (Stage 35.1) and (6-(trifluoromethyl)pyridin-3-yl)boronic acid to afford a white solid. UPLC-MS (condition 1) tR=2.80 min, m/z=513.0 [M+H]+, m/z=511.0 [M−H]−; 1H-NMR (400 MHz, DMSO-d6) δ ppm 1.69-1.80 (m, 1H) 1.79-1.91 (m, 1H) 2.85 (d, J=11.49 Hz, 1H) 3.16-3.27 (m, 2H) 3.40 (td, J=9.84, 7.21 Hz, 1H) 4.21 (br. s, 1H) 4.87...